This data is from the Open Reaction Database (ORD), a public repository of structured organic reaction records. The task is: describe an organic reaction: reactants, conditions, products, and yield Starting materials: O=C([O-])[O-], CS(C)=O, CCOC(C)=O, CC(C)COc1ncc(O)cc1Cl, N#Cc1ccc(F)cc1, [K+], [K+]. The product is CC(C)COc1ncc(Oc2ccc(C#N)cc2)cc1Cl. As a reaction SMILES: [C:14](=[O:15])([O-:16])[O-:17].[CH3:29][S:30]([CH3:31])=[O:32].[CH3:33][CH2:34][O:35][C:36]([CH3:37])=[O:38].[Cl:1][c:2]1[cH:3][c:4]([OH:13])[cH:5][n:6][c:7]1[O:8][CH2:9][CH:10]([CH3:11])[CH3:12].[F:20][c:21]1[cH:22][cH:23][c:24]([C:25]#[N:26])[cH:27][cH:28]1.[K+:18].[K+:19]>>[Cl:1][c:2]1[cH:3][c:4]([O:13][c:21]2[cH:22][cH:23][c:24]([C:25]#[N:26])[cH:27][cH:28]2)[cH:5][n:6][c:7]1[O:8][CH2:9][CH:10]([CH3:11])[CH3:12]. Starting materials: CC[SiH](CC)CC, COC(=O)c1cccc(C(=O)c2ccccc2)c1, CCOC(C)=O, O=C(O)C(F)(F)F. Product: COC(=O)c1cccc(Cc2ccccc2)c1. RXN SMILES: [CH2:19]([SiH:20]([CH2:21][CH3:22])[CH2:23][CH3:24])[CH3:25].[CH3:1][O:2][C:3]([c:4]1[cH:5][c:6]([C:10]([c:11]2[cH:12][cH:13][cH:14][cH:15][cH:16]2)=[O:17])[cH:7][cH:8][cH:9]1)=[O:18].[CH3:33][CH2:34][O:35][C:36](=[O:37])[CH3:38].[OH:26][C:27]([C:28]([F:29])([F:30])[F:31])=[O:32]>>[CH3:1][O:2][C:3]([c:4]1[cH:5][c:6]([CH2:10][c:11]2[cH:12][cH:13][cH:14][cH:15][cH:16]2)[cH:7][cH:8][cH:9]1)=[O:18].